From a dataset of the Open Reaction Database (ORD), a public repository of structured organic reaction records. describe an organic reaction: reactants, conditions, products, and yield Reactants: CN(C)C=O, N#Cc1cccnc1Cl, [H-], [Na+], Nc1ncnc2[nH]cc(-c3ccc(Oc4ccccc4)cc3)c12. Product: N#Cc1cccnc1-n1cc(-c2ccc(Oc3ccccc3)cc2)c2c(N)ncnc21. RXN SMILES: [CH3:35][N:36]([CH3:37])[CH:38]=[O:39].[Cl:24][c:25]1[c:26]([C:27]#[N:28])[cH:29][cH:30][cH:31][n:32]1.[H-:33].[Na+:34].[O:1]([c:2]1[cH:3][cH:4][cH:5][cH:6][cH:7]1)[c:8]1[cH:9][cH:10][c:11](-[c:14]2[cH:15][nH:16][c:17]3[n:18][cH:19][n:20][c:21]([NH2:23])[c:22]23)[cH:12][cH:13]1>>[O:1]([c:2]1[cH:3][cH:4][cH:5][cH:6][cH:7]1)[c:8]1[cH:9][cH:10][c:11](-[c:14]2[cH:15][n:16](-[c:25]3[c:26]([C:27]#[N:28])[cH:29][cH:30][cH:31][n:32]3)[c:17]3[n:18][cH:19][n:20][c:21]([NH2:23])[c:22]23)[cH:12][cH:13]1. The reactants are CO, NNC(CO)CC1CCCOC1. Yields the product NC(CO)CC1CCCOC1. As a reaction SMILES: [CH3:13][OH:14].[NH:1]([NH2:2])[CH:3]([CH2:4][OH:5])[CH2:6][CH:7]1[CH2:8][O:9][CH2:10][CH2:11][CH2:12]1>>[NH2:1][CH:3]([CH2:4][OH:5])[CH2:6][CH:7]1[CH2:8][O:9][CH2:10][CH2:11][CH2:12]1. Reactants: CSc1cc(C)nc(SC)c1NC(=O)CBr, O=C([O-])[O-], [K+], [K+], CN(C)C=O, O, O=S(=O)(CCN1CCNCC1)c1nc2ccccc2[nH]1. The product is CSc1cc(C)nc(SC)c1NC(=O)CN1CCN(CCS(=O)(=O)c2nc3ccccc3[nH]2)CC1. As a reaction SMILES: [Br:27][CH2:28][C:29](=[O:30])[NH:31][c:32]1[c:33]([S:41][CH3:42])[n:34][c:35]([CH3:40])[cH:36][c:37]1[S:38][CH3:39].[C:21](=[O:22])([O-:23])[O-:24].[K+:25].[K+:26].[O:43]=[CH:44][N:45]([CH3:46])[CH3:47].[OH2:48].[n:1]1[c:2]([S:10](=[O:11])(=[O:12])[CH2:13][CH2:14][N:15]2[CH2:16][CH2:17][NH:18][CH2:19][CH2:20]2)[nH:3][c:4]2[c:5]1[cH:6][cH:7][cH:8][cH:9]2>>[n:1]1[c:2]([S:10](=[O:11])(=[O:12])[CH2:13][CH2:14][N:15]2[CH2:16][CH2:17][N:18]([CH2:28][C:29](=[O:30])[NH:31][c:32]3[c:33]([S:41][CH3:42])[n:34][c:35]([CH3:40])[cH:36][c:37]3[S:38][CH3:39])[CH2:19][CH2:20]2)[nH:3][c:4]2[c:5]1[cH:6][cH:7][cH:8][cH:9]2. The yield is 68.8%. Reaction SMILES: [CH3:1][CH:2]1[O:6][C:5]([C:7]2[CH:12]=[CH:11][C:10]([N+:13]([O-:15])=[O:14])=[CH:9][CH:8]=2)=[N:4][CH:3]1[C:16]([O:18][CH3:19])=[O:17].BrN1C(=O)CCC1=O>C1C=CC=CC=1>[CH3:1][C:2]1[O:6][C:5]([C:7]2[CH:8]=[CH:9][C:10]([N+:13]([O-:15])=[O:14])=[CH:11][CH:12]=2)=[N:4][C:3]=1[C:16]([O:18][CH3:19])=[O:17]. Reactants: CC1C(N=C(O1)C1=CC=C(C=C1)[N+](=O)[O-])C(=O)OC (Methyl 5-methyl-2-(4-nitrophenyl)-4,5-dihydro-1,3-oxazole-4-carboxylate), α,α-bisisobutyronitrile, BrN1C(CCC1=O)=O (N-bromosuccinimide). Run in C1=CC=CC=C1 (benzene). Yields the product CC1=C(N=C(O1)C1=CC=C(C=C1)[N+](=O)[O-])C(=O)OC (Methyl 5-methyl-2-(4-nitrophenyl)-1,3-oxazole-4-carboxylate). Procedure: The same operation as in Example (96a) was performed using methyl 5-methyl-2-(4-nitrophenyl)-4,5-dihydro-1,3-oxazole-4-carboxylate obtained in Example (97b) (1.1 g, 4.16 mmol), α,α-bisisobutyronitrile (33 mg, 0.2 mmol), N-bromosuccinimide (0.78 g, 4.37 mmol) and benzene (20 mL). Purification by silica gel column chromatography (elution solvent: ethyl acetate/hexane=1/4, 1/2, 1/1, 2/1) gave 0.75 g of the title compound as a light yellow solid (69%). Reactants: C(#N)C=1C=C(C(=O)O)C=C(C1)F (3-cyano-5-fluorobenzoic acid), [Si](C)(C)(C)C=[N+]=[N-] (TMS diazomethane). Solvent: CO (methanol). Run at time 1 hour. Product: C(#N)C=1C=C(C(=O)OC)C=C(C1)F (methyl 3-cyano-5-fluorobenzoate). As a reaction SMILES: [C:1]([C:3]1[CH:4]=[C:5]([CH:9]=[C:10]([F:12])[CH:11]=1)[C:6]([OH:8])=[O:7])#[N:2].[Si](C=[N+]=[N-])(C)(C)[CH3:14]>CO>[C:1]([C:3]1[CH:4]=[C:5]([CH:9]=[C:10]([F:12])[CH:11]=1)[C:6]([O:8][CH3:14])=[O:7])#[N:2]. Procedure: (Step 1) To a solution of 3-cyano-5-fluorobenzoic acid (1.0 g) in methanol (20 ml) was added TMS diazomethane (2M diethyl ether solution, 5 ml) at 0° C., and the mixture was stirred for 1 hr. The reaction solution was quenched with water and diluted with ethyl acetate. The organic layer was washed with aqueous sodium hydrogen carbonate solution and then with saturated brine, and dried over anhydrous magnesium sulfate. The solvent was evaporated under reduced pressure to give methyl 3-cyano-5-flu... Starting materials: CC1(OB(OC1(C)C)C1=CC=C(CN2C=CC3=CC=CC(=C23)C(=O)OC)C=C1)C (methyl 1-[4-(4,4,5,5-tetramethyl-1,3,2-dioxaborolan-2-yl)benzyl]-1H-indole-7-carboxylate), N1=C(C=CC=C1)OS(=O)(=O)C(F)(F)F (pyridin-2-yltrifluoromethanesulfonate), P(=O)([O-])([O-])[O-].[K+].[K+].[K+] (tripotassium phosphate), C1(=C(C=CC=C1)P(C1CCCCC1)C1CCCCC1)C1=CC=CC=C1 (biphenyl-2-yl(dicyclohexyl)phosphine). As a reaction SMILES: CC1(C)C(C)(C)OB([C:9]2[CH:28]=[CH:27][C:12]([CH2:13][N:14]3[C:22]4[C:17](=[CH:18][CH:19]=[CH:20][C:21]=4[C:23]([O:25][CH3:26])=[O:24])[CH:16]=[CH:15]3)=[CH:11][CH:10]=2)O1.[N:30]1[CH:35]=[CH:34][CH:33]=[CH:32][C:31]=1OS(C(F)(F)F)(=O)=O.P([O-])([O-])([O-])=O.[K+].[K+].[K+].C1(C2C=CC=CC=2)C=CC=CC=1P(C1CCCCC1)C1CCCCC1>[Pd](Cl)Cl.O.O1CCOCC1>[N:30]1[CH:35]=[CH:34][CH:33]=[CH:32][C:31]=1[C:9]1[CH:10]=[CH:11][C:12]([CH2:13][N:14]2[C:22]3[C:17](=[CH:18][CH:19]=[CH:20][C:21]=3[C:23]([O:25][CH3:26])=[O:24])[CH:16]=[CH:15]2)=[CH:27][CH:28]=1 |f:2.3.4.5|. Product: N1=C(C=CC=C1)C1=CC=C(CN2C=CC3=CC=CC(=C23)C(=O)OC)C=C1 (methyl 1-(4-pyridin-2-yl benzyl)-1H-indole-7-carboxylate). Procedure: To methyl 1-[4-(4,4,5,5-tetramethyl-1,3,2-dioxaborolan-2-yl)benzyl]-1H-indole-7-carboxylate (0.30 g), pyridin-2-yltrifluoromethanesulfonate (0.35 g), tripotassium phosphate (0.49 g), palladium(II) chloride (27 mg), and biphenyl-2-yl(dicyclohexyl)phosphine (0.11 g) were added dioxane (12 mL) and water (3.0 mL), followed by stirring at 100° C. for 4 hours. The reaction mixture was purified by silica gel column chromatography (hexane/ethyl acetate=5/1-4/1) to obtain methyl 1-(4-pyridin-2-yl benzyl)... Run at temperature 100 celsius, time 4 hour. Run in O (water), O1CCOCC1 (dioxane). The reagents and catalysts are [Pd](Cl)Cl (palladium(II) chloride). Isolated yield 57.1%. Starting materials: [Li]CCCC, COc1ccc(-n2cncc2-c2ccncc2)cc1, CI, CC(C)NC(C)C, C1CCOC1. Yields the product COc1ccc(-n2c(-c3ccncc3)cnc2C)cc1. As a reaction SMILES: [CH2:8]([Li:9])[CH2:10][CH2:11][CH3:12].[CH3:13][O:14][c:15]1[cH:16][cH:17][c:18](-[n:21]2[cH:22][n:23][cH:24][c:25]2-[c:26]2[cH:27][cH:28][n:29][cH:30][cH:31]2)[cH:19][cH:20]1.[CH3:32][I:33].[CH:1]([NH:2][CH:3]([CH3:4])[CH3:5])([CH3:6])[CH3:7].[O:34]1[CH2:35][CH2:36][CH2:37][CH2:38]1>>[CH3:1][c:22]1[n:21](-[c:18]2[cH:17][cH:16][c:15]([O:14][CH3:13])[cH:20][cH:19]2)[c:25](-[c:26]2[cH:27][cH:28][n:29][cH:30][cH:31]2)[cH:24][n:23]1. Starting materials: COC(=O)C(C1CCCCC1)n1c(=O)c2ccccc2n(Cc2cn(C)c3cccc(C)c23)c1=O, C1COCCO1, O. Yields the product Cc1cccc2c1c(Cn1c(=O)n(C(C(=O)O)C3CCCCC3)c(=O)c3ccccc31)cn2C. RXN SMILES: [CH3:1][O:2][C:3]([CH:4]([n:5]1[c:6](=[O:28])[n:7]([CH2:16][c:17]2[cH:18][n:19]([CH3:27])[c:20]3[cH:21][cH:22][cH:23][c:24]([CH3:26])[c:25]23)[c:8]2[cH:9][cH:10][cH:11][cH:12][c:13]2[c:14]1=[O:15])[CH:29]1[CH2:30][CH2:31][CH2:32][CH2:33][CH2:34]1)=[O:35].[O:36]1[CH2:37][CH2:38][O:39][CH2:40][CH2:41]1.[OH2:42]>>[O:2]=[C:3]([CH:4]([n:5]1[c:6](=[O:28])[n:7]([CH2:16][c:17]2[cH:18][n:19]([CH3:27])[c:20]3[cH:21][cH:22][cH:23][c:24]([CH3:26])[c:25]23)[c:8]2[cH:9][cH:10][cH:11][cH:12][c:13]2[c:14]1=[O:15])[CH:29]1[CH2:30][CH2:31][CH2:32][CH2:33][CH2:34]1)[OH:35].